Dataset: the Open Reaction Database (ORD), a public repository of structured organic reaction records. Task: describe an organic reaction: reactants, conditions, products, and yield Starting materials: C(C)(=O)O[BH-](OC(C)=O)OC(C)=O.[Na+] (sodium triacetoxyborohydride), N1CCC(CC1)C(=O)OCC (ethyl 4-piperidinecarboxylate), CC(=O)O (AcOH), ClC=1C=C(C=CC1OC(C)C)C1=NN=C(S1)C=1C(=C(C=CC1)CC=O)C ([3-(5-{3-chloro-4-[(1-methylethyl)oxy]phenyl}-1,3,4-thiadiazol-2-yl)-2-methylphenyl]acetaldehyde), [OH-].[Na+] (Sodium hydroxide), Cl (HCl). The solvent is ClCCl (Dichloromethane), CC(C)O (i-PrOH). Reaction conditions: time 10 minute. Product: ClC=1C=C(C=CC1OC(C)C)C1=NN=C(S1)C=1C(=C(C=CC1)CCN1CCC(CC1)C(=O)O)C (1-{2-[3-(5-{3-chloro-4-[(1-methylethyl)oxy]phenyl}-1,3,4-thiadiazol-2-yl)-2-methylphenyl]ethyl}-4-piperidinecarboxylic acid). The yield is 52.5%. As a reaction SMILES: [Cl:1][C:2]1[CH:3]=[C:4]([C:12]2[S:16][C:15]([C:17]3[C:18]([CH3:26])=[C:19]([CH2:23][CH:24]=O)[CH:20]=[CH:21][CH:22]=3)=[N:14][N:13]=2)[CH:5]=[CH:6][C:7]=1[O:8][CH:9]([CH3:11])[CH3:10].[NH:27]1[CH2:32][CH2:31][CH:30]([C:33]([O:35]CC)=[O:34])[CH2:29][CH2:28]1.CC(O)=O.C(O[BH-](OC(=O)C)OC(=O)C)(=O)C.[Na+].[OH-].[Na+].Cl>ClCCl.CC(O)C>[Cl:1][C:2]1[CH:3]=[C:4]([C:12]2[S:16][C:15]([C:17]3[C:18]([CH3:26])=[C:19]([CH2:23][CH2:24][N:27]4[CH2:28][CH2:29][CH:30]([C:33]([OH:35])=[O:34])[CH2:31][CH2:32]4)[CH:20]=[CH:21][CH:22]=3)=[N:14][N:13]=2)[CH:5]=[CH:6][C:7]=1[O:8][CH:9]([CH3:11])[CH3:10] |f:3.4,5.6|. Procedure: To a solution of [3-(5-{3-chloro-4-[(1-methylethyl)oxy]phenyl}-1,3,4-thiadiazol-2-yl)-2-methylphenyl]acetaldehyde (118 mg, 0.305 mmol) (D97) in Dichloromethane (DCM) (20 mL) stirred at room temperature was added ethyl 4-piperidinecarboxylate (192 mg, 1.220 mmol) and AcOH (0.15 mL, 2.62 mmol). The reaction mixture was stirred at room temperature for 10 min, and sodium triacetoxyborohydride (129 mg, 0.610 mmol) was added. The reaction mixture was continuously stirred for 1 day. The reaction was qu... The reactants are NC=1C=C2C(=CNC2=CC1)C1CCN(CC1)C (5-amino-3-(1-methylpiperidin-4-yl)-1H-indole), CC=1C=C(C(=O)O)C=C(C1)C (3,5-dimethylbenzoic acid). The product is CC=1C=C(C(=O)NC=2C=C3C(=CNC3=CC2)C2CCN(CC2)C)C=C(C1)C (5-(3,5-dimethylbenzoyl)amino-3-(1-methylpiperidin-4-yl)-1H-indole). Yield: 94.3%. As a reaction SMILES: [NH2:1][C:2]1[CH:3]=[C:4]2[C:8](=[CH:9][CH:10]=1)[NH:7][CH:6]=[C:5]2[CH:11]1[CH2:16][CH2:15][N:14]([CH3:17])[CH2:13][CH2:12]1.[CH3:18][C:19]1[CH:20]=[C:21]([CH:25]=[C:26]([CH3:28])[CH:27]=1)[C:22](O)=[O:23]>>[CH3:18][C:19]1[CH:20]=[C:21]([CH:25]=[C:26]([CH3:28])[CH:27]=1)[C:22]([NH:1][C:2]1[CH:3]=[C:4]2[C:8](=[CH:9][CH:10]=1)[NH:7][CH:6]=[C:5]2[CH:11]1[CH2:16][CH2:15][N:14]([CH3:17])[CH2:13][CH2:12]1)=[O:23]. Reported procedure: Beginning with 10.0 mg (0.044 mMol) 5-amino-3-(1-methylpiperidin-4-yl)-1H-indole and 19.6 mg (0.131 mMol) 3,5-dimethylbenzoic acid, 15.0 mg (95%) of the title compound were recovered.